Dataset: the Open Reaction Database (ORD), a public repository of structured organic reaction records. Task: describe an organic reaction: reactants, conditions, products, and yield Isolated yield 78.5%. The product is C(C1=CC=CC=C1)NC=1C2=C(N=C(N1)NCCN1CCOCC1)C(=CS2)C=C (N4-benzyl-N2-(2-morpholinoethyl)-7-vinylthieno[3,2-d]pyrimidin-2,4-diamine). As a reaction SMILES: [CH2:1]([NH:8][C:9]1[C:10]2[S:18][CH:17]=[C:16]([CH:19]=[CH2:20])[C:11]=2[N:12]=[C:13](Cl)[N:14]=1)[C:2]1[CH:7]=[CH:6][CH:5]=[CH:4][CH:3]=1.[O:21]1[CH2:26][CH2:25][N:24]([CH2:27][CH2:28][NH2:29])[CH2:23][CH2:22]1>>[CH2:1]([NH:8][C:9]1[C:10]2[S:18][CH:17]=[C:16]([CH:19]=[CH2:20])[C:11]=2[N:12]=[C:13]([NH:29][CH2:28][CH2:27][N:24]2[CH2:25][CH2:26][O:21][CH2:22][CH2:23]2)[N:14]=1)[C:2]1[CH:7]=[CH:6][CH:5]=[CH:4][CH:3]=1. Starting materials: C(C1=CC=CC=C1)NC=1C2=C(N=C(N1)Cl)C(=CS2)C=C (N-benzyl-2-chloro-7-vinylthieno[3,2-d]pyrimidin-4-amine), O1CCN(CC1)CCN (2-morpholinoethanamine). Procedure details: The target compound of Example 46 (36 mg, 78% yield) was prepared in the same manner as Step 3 of Example 44 using N-benzyl-2-chloro-7-vinylthieno[3,2-d]pyrimidin-4-amine (35 mg, 0.116 mmol) and 2-morpholinoethanamine (75 mg, 0.58 mmol).